From a dataset of the Open Reaction Database (ORD), a public repository of structured organic reaction records. describe an organic reaction: reactants, conditions, products, and yield Reactants: Cc1ccccc1, CCOC(=O)C(C)=Cc1ccc(C)cc1. The product is CC(=Cc1ccc(C)cc1)CO. Reaction SMILES: [CH3:16][c:17]1[cH:18][cH:19][cH:20][cH:21][cH:22]1.[CH3:1][C:2]([C:3](=[O:4])[O:5][CH2:6][CH3:7])=[CH:8][c:9]1[cH:10][cH:11][c:12]([CH3:15])[cH:13][cH:14]1>>[CH3:1][C:2]([CH2:3][OH:4])=[CH:8][c:9]1[cH:10][cH:11][c:12]([CH3:15])[cH:13][cH:14]1. The reactants are CC(C)O, O=C(CNC(=O)c1cccc(C(F)(F)F)c1)NC1CN(C2CCC(O)(c3ccc(F)nc3)CC2)C1, [H-], [Na+], CN(C)C=O. Yields the product CC(C)Oc1ccc(C2(O)CCC(N3CC(NC(=O)CNC(=O)c4cccc(C(F)(F)F)c4)C3)CC2)cn1. Reaction SMILES: [CH:3]([CH3:4])([CH3:5])[OH:6].[F:7][c:8]1[cH:9][cH:10][c:11]([C:14]2([OH:41])[CH2:15][CH2:16][CH:17]([N:20]3[CH2:21][CH:22]([NH:24][C:25](=[O:26])[CH2:27][NH:28][C:29]([c:30]4[cH:31][c:32]([C:36]([F:37])([F:38])[F:39])[cH:33][cH:34][cH:35]4)=[O:40])[CH2:23]3)[CH2:18][CH2:19]2)[cH:12][n:13]1.[H-:2].[Na+:1].[O:42]=[CH:43][N:44]([CH3:45])[CH3:46]>>[CH:3]([CH3:4])([CH3:5])[O:6][c:8]1[cH:9][cH:10][c:11]([C:14]2([OH:41])[CH2:15][CH2:16][CH:17]([N:20]3[CH2:21][CH:22]([NH:24][C:25](=[O:26])[CH2:27][NH:28][C:29]([c:30]4[cH:31][c:32]([C:36]([F:37])([F:38])[F:39])[cH:33][cH:34][cH:35]4)=[O:40])[CH2:23]3)[CH2:18][CH2:19]2)[cH:12][n:13]1.